This data is from the Open Reaction Database (ORD), a public repository of structured organic reaction records. The task is: describe an organic reaction: reactants, conditions, products, and yield Starting materials: [OH-].[K+] (potassium hydroxide), O (water), O (water), C(Cl)C1CO1 (epichlorohydrin), C1CCCCC1 (cyclohexane), CCCCCCCCCC=1C=CC(=CC1)O (nonylphenol), C(Cl)C1CO1 (epichlorohydrin), C(Cl)C1CO1 (epichlorohydrin). Reaction conditions: temperature 40 celsius, time 1 hour. Product: C(CCCCCCCC)C1=C(OC(C(C)O)OC2=C(C=CC=C2)CCCCCCCCC)C=CC=C1 (Bis(nonylphenoxy)-2-propanol). As a reaction SMILES: [CH2:1]1[CH2:6][CH2:5][CH2:4][CH2:3][CH2:2]1.[CH3:7][CH2:8][CH2:9][CH2:10][CH2:11][CH2:12][CH2:13][CH2:14][CH2:15][C:16]1[CH:17]=[CH:18][C:19](O)=[CH:20][CH:21]=1.[OH-:23].[K+].[CH2:25]([CH:27]1[O:29][CH2:28]1)Cl.[OH2:30]>>[CH2:7]([C:1]1[CH:6]=[CH:5][CH:4]=[CH:3][C:2]=1[O:23][CH:28]([O:30][C:21]1[CH:20]=[CH:19][CH:18]=[CH:17][C:16]=1[CH2:15][CH2:14][CH2:13][CH2:12][CH2:11][CH2:10][CH2:9][CH2:8][CH3:7])[CH:27]([OH:29])[CH3:25])[CH2:8][CH2:9][CH2:10][CH2:11][CH2:12][CH2:13][CH2:14][CH3:15] |f:2.3|. Procedure details: To a five neck, two liter round bottom flask, equipped with an addition funnel, thermometer, nitrogen dispersant tube, mechanical stirrer, and a decanting head with a water-cooled condenser, were added 300 milliliters of cyclohexane and 451.7 grams (2.05 mole) of nonylphenol. The solution was then heated to reflux and 58.9 grams (1.05 mole) of potassium hydroxide in 60 milliliters of water was slowly added via the addition funnel. After essentially all the water was recovered in the decanting he...